From a dataset of the Open Reaction Database (ORD), a public repository of structured organic reaction records. describe an organic reaction: reactants, conditions, products, and yield The reactants are COc1cc(Br)ccc1-c1ccc(Br)cc1[N+](=O)[O-], CCO, NN. Yields the product COc1cc(Br)ccc1-c1ccc(Br)cc1N. RXN SMILES: [Br:1][c:2]1[cH:3][c:4]([O:18][CH3:19])[c:5](-[c:8]2[c:9]([N+:15]([O-:16])=[O:17])[cH:10][c:11]([Br:14])[cH:12][cH:13]2)[cH:6][cH:7]1.[CH3:22][CH2:23][OH:24].[NH2:20][NH2:21]>>[Br:1][c:2]1[cH:3][c:4]([O:18][CH3:19])[c:5](-[c:8]2[c:9]([NH2:15])[cH:10][c:11]([Br:14])[cH:12][cH:13]2)[cH:6][cH:7]1. Starting materials: C(C)(=O)C=1OC2=C(C1)C=CC=C2OCC(CCl)O (2-acetyl-7-(3-chloro-2-hydroxypropoxy)benzofuran), COC1=C(C=CC=C1)N1CCNCC1 (1-(2-methoxyphenyl)piperazine), [OH-].[Na+] (NaOH). The solvent is O1CCOCC1 (dioxane). Yields the product C(C)(=O)C=1OC2=C(C1)C=CC=C2OCC(CN2CCN(CC2)C2=C(C=CC=C2)OC)O (2-acetyl-7-{2-hydroxy-3-[4-(2-methoxyphenyl)piperazinyl]propoxy}benzofuran). Reaction SMILES: [C:1]([C:4]1[O:5][C:6]2[C:12]([O:13][CH2:14][CH:15]([OH:18])[CH2:16]Cl)=[CH:11][CH:10]=[CH:9][C:7]=2[CH:8]=1)(=[O:3])[CH3:2].[CH3:19][O:20][C:21]1[CH:26]=[CH:25][CH:24]=[CH:23][C:22]=1[N:27]1[CH2:32][CH2:31][NH:30][CH2:29][CH2:28]1.[OH-].[Na+]>O1CCOCC1>[C:1]([C:4]1[O:5][C:6]2[C:12]([O:13][CH2:14][CH:15]([OH:18])[CH2:16][N:30]3[CH2:29][CH2:28][N:27]([C:22]4[CH:23]=[CH:24][CH:25]=[CH:26][C:21]=4[O:20][CH3:19])[CH2:32][CH2:31]3)=[CH:11][CH:10]=[CH:9][C:7]=2[CH:8]=1)(=[O:3])[CH3:2] |f:2.3|. Procedure: There was dissolved 1.3 g (0.005 mole) of 2-acetyl-7-(3-chloro-2-hydroxypropoxy)benzofuran and 1.1 g (0.0055 mole) of 1-(2-methoxyphenyl)piperazine in 10 ml of dioxane, and then the mixture was refluxed with heating for 6 hours. After completion of the reaction, 2N-NaOH solution was added to give the free base, which was extracted from chloroform. The extract was dried with magnesium sulfate, and then the solvent was distilled away under reduced pressure. The resultant residue was crystallized f... Reactants: CC(C)(C)OC(=O)CBr, O=C(NC(Cc1c[nH]c2ccccc12)C(=O)O)OCc1ccccc1, C[Si](C)(C)[N-][Si](C)(C)C, [Na+], C1CCOC1. Yields the product CC(C)(C)OC(=O)Cn1cc(CC(NC(=O)OCc2ccccc2)C(=O)O)c2ccccc21. Reaction SMILES: [Br:36][CH2:37][C:38](=[O:39])[O:40][C:41]([CH3:42])([CH3:43])[CH3:44].[CH2:11]([c:12]1[cH:13][cH:14][cH:15][cH:16][cH:17]1)[O:18][C:19](=[O:20])[NH:21][CH:22]([CH2:23][c:24]1[cH:25][nH:26][c:27]2[cH:28][cH:29][cH:30][cH:31][c:32]12)[C:33](=[O:34])[OH:35].[CH3:2][Si:3]([N-:4][Si:5]([CH3:6])([CH3:7])[CH3:8])([CH3:9])[CH3:10].[Na+:1].[O:45]1[CH2:46][CH2:47][CH2:48][CH2:49]1>>[CH2:11]([c:12]1[cH:13][cH:14][cH:15][cH:16][cH:17]1)[O:18][C:19](=[O:20])[NH:21][CH:22]([CH2:23][c:24]1[cH:25][n:26]([CH2:37][C:38](=[O:39])[O:40][C:41]([CH3:42])([CH3:43])[CH3:44])[c:27]2[cH:28][cH:29][cH:30][cH:31][c:32]12)[C:33](=[O:34])[OH:35]. Starting materials: Fc1ccccc1CBr, [H-], [H][H], [Na+], CN(C)C=O, CCOC(=O)CC[SH](C)c1ccc(O)cc1. Yields the product CCOC(=O)CC[SH](C)c1ccc(OCc2ccccc2F)cc1. As a reaction SMILES: [F:21][c:22]1[c:23]([CH2:24][Br:25])[cH:26][cH:27][cH:28][cH:29]1.[H-:2].[H:19][H:20].[Na+:1].[O:30]=[CH:31][N:32]([CH3:33])[CH3:34].[OH:3][c:4]1[cH:5][cH:6][c:7]([SH:10]([CH3:11])[CH2:12][CH2:13][C:14](=[O:15])[O:16][CH2:17][CH3:18])[cH:8][cH:9]1>>[O:3]([c:4]1[cH:5][cH:6][c:7]([SH:10]([CH3:11])[CH2:12][CH2:13][C:14](=[O:15])[O:16][CH2:17][CH3:18])[cH:8][cH:9]1)[CH2:24][c:23]1[c:22]([F:21])[cH:29][cH:28][cH:27][cH:26]1.